This data is from the Open Reaction Database (ORD), a public repository of structured organic reaction records. The task is: describe an organic reaction: reactants, conditions, products, and yield RXN SMILES: [F:1][C:2]([F:11])([F:10])[C:3](Cl)=[CH:4][C:5]([F:8])([F:7])[F:6].FF.[H][H].[OH-].[K+]>C(O)C.[Ni]>[F:1][C:2]([F:11])([F:10])[CH2:3][CH2:4][C:5]([F:8])([F:7])[F:6] |f:3.4|. Reagents/catalysts: [Ni] (Raney nickel). Solvent: C(C)O (ethanol). The yield is 47.8%. Starting materials: FC(C(=CC(F)(F)F)Cl)(F)F (1,1,1,4,4,4-Hexafluoro-2-chloro-2-butene), FF (Fluorine), stainless steel, [H][H] (hydrogen), [OH-].[K+] (potassium hydroxide). Product: FC(CCC(F)(F)F)(F)F (1,1,1,4,4,4-hexafluorobutane). Procedure details: 1,1,1,4,4,4-Hexafluoro-2-chloro-2-butene (40 g) (prepared according to the method described by J. H. Babcock et al in Preparation, Properties, and Technology of Fluorine and Organic Flyoro Compounds, eds. C. Slesser and S. R. Schram (New York , Toronto, London: McGraw-Hill Book Company, Inc., 1951) at p. 817) in 300 ml ethanol was hydrogenated in a stainless steel autoclave with hydrogen for 3 hours at 20° C. and for 1 hour at 100° C. in the presence of potassium hydroxide (12 g) and Raney nicke... Starting materials: O (Water), NC1=NC=C(C=C1C)[N+](=O)[O-] (2-Amino-3-methyl-5-nitropyridine), di-tert-butyl Bicarbonate, C([O-])([O-])=O.[Cs+].[Cs+] (cesium carbonate). Run in CN(C)C=O (DMF). Product: CC=1C(=NC=C(C1)[N+](=O)[O-])NC(OC(C)(C)C)=O (tert-butyl (3-methyl-5-nitropyridin-2-yl)carbamate). RXN SMILES: [NH2:1][C:2]1[C:7]([CH3:8])=[CH:6][C:5]([N+:9]([O-:11])=[O:10])=[CH:4][N:3]=1.[C:12](=[O:15])([O-])[O-:13].[Cs+].[Cs+].O>CN(C=O)C>[CH3:8][C:7]1[C:2]([NH:1][C:12](=[O:15])[O:13][C:7]([CH3:8])([CH3:2])[CH3:6])=[N:3][CH:4]=[C:5]([N+:9]([O-:11])=[O:10])[CH:6]=1 |f:1.2.3|. Procedure: 2-Amino-3-methyl-5-nitropyridine (1 g, 6.5 mmol) and di-tert-butyl Bicarbonate (2.2 g, 9.8 mmol) were added in DMF (33 mL), then cesium carbonate (6.4 g, 19.6 mmol) at room temperature for 6 hours. Water (200 mL) was added, extracted with ethyl acetate (200 mL), second wash with brine (100 mL). The organic phase was dried by magnesium sulfate, filtered, concentrated and purified by column chromatography through a 25 gram Biotage SNAP KP-Sil™ silica gel cartridge eluting with 13% ethyl acetate/he...